Task: describe an organic reaction: reactants, conditions, products, and yield. Dataset: the Open Reaction Database (ORD), a public repository of structured organic reaction records Reactants: C(C)N(C(C1=CC(=C(C=C1)O)OC)=O)CC (N,N-diethyl-4-hydroxy-3-methoxy-benzamide), CN(C(=O)Cl)C1=CC=CC=C1 (N-methyl-N-phenylcarbamoyl chloride), crude product. Yields the product C(C)N(C(=O)C1=CC(=C(C=C1)OC(N(C1=CC=CC=C1)C)=O)OC)CC (Methyl-phenyl-carbamic acid 4-diethylcarbamoyl-2-methoxy-phenyl ester). Reaction SMILES: [CH2:1]([N:3]([CH2:15][CH3:16])[C:4](=[O:14])[C:5]1[CH:10]=[CH:9][C:8]([OH:11])=[C:7]([O:12][CH3:13])[CH:6]=1)[CH3:2].[CH3:17][N:18]([C:22]1[CH:27]=[CH:26][CH:25]=[CH:24][CH:23]=1)[C:19](Cl)=[O:20]>>[CH2:15]([N:3]([CH2:1][CH3:2])[C:4]([C:5]1[CH:10]=[CH:9][C:8]([O:11][C:19](=[O:20])[N:18]([CH3:17])[C:22]2[CH:27]=[CH:26][CH:25]=[CH:24][CH:23]=2)=[C:7]([O:12][CH3:13])[CH:6]=1)=[O:14])[CH3:16]. Procedure details: The title product was prepared from N,N-diethyl-4-hydroxy-3-methoxy-benzamide and N-methyl-N-phenylcarbamoyl chloride. The crude product was subjected to preparative HPLC (58%, colorless oil). HPLC-MS: m/z=357.1 (M+1); Rt: 3.64 min.